Dataset: the Open Reaction Database (ORD), a public repository of structured organic reaction records. Task: describe an organic reaction: reactants, conditions, products, and yield The reactants are O=C(OCC)C=1C=CC=C(F)C1. Reagents/catalysts: O1B(OC(C)(C)C1(C)C)B2OC(C)(C)C(O2)(C)C, N=1C=CC(=CC1C=2N=CC=C(C2)C(C)(C)C)C(C)(C)C, C[OH2+].C[OH2+].C1CC=CCCC=C1.C1CC=CCCC=C1.[Ir].[Ir]. The solvent is O1CCCC1. Reaction conditions: temperature 50 celsius, time 24 hour. The product is O=C(OCC)C1=CC=C(B2OC(C)(C)C(O2)(C)C)C(F)=C1. The yield is 27.0%.